describe an organic reaction: reactants, conditions, products, and yield From a dataset of the Open Reaction Database (ORD), a public repository of structured organic reaction records. The reactants are CN(C)CC(COc1ccc(C(F)(F)F)cc1)Cc1ccccc1, Cc1ccccc1, CCOC(=O)Cl. The product is CCOC(=O)N(C)CC(COc1ccc(C(F)(F)F)cc1)Cc1ccccc1. Reaction SMILES: [CH3:1][N:2]([CH3:3])[CH2:4][CH:5]([CH2:6][O:7][c:8]1[cH:9][cH:10][c:11]([C:14]([F:15])([F:16])[F:17])[cH:12][cH:13]1)[CH2:18][c:19]1[cH:20][cH:21][cH:22][cH:23][cH:24]1.[CH3:31][c:32]1[cH:33][cH:34][cH:35][cH:36][cH:37]1.[Cl:25][C:26](=[O:27])[O:28][CH2:29][CH3:30]>>[CH3:1][N:2]([CH2:4][CH:5]([CH2:6][O:7][c:8]1[cH:9][cH:10][c:11]([C:14]([F:15])([F:16])[F:17])[cH:12][cH:13]1)[CH2:18][c:19]1[cH:20][cH:21][cH:22][cH:23][cH:24]1)[C:26](=[O:27])[O:28][CH2:29][CH3:30]. Reactants: CC[O-].[Na+] (EtONa), C(#N)C1=CC(=C(C=C1)C1C(O1)C(=O)OCC)C (ethyl 3-(4-cyano-2-methylphenyl)oxirane-2-carboxylate), O (water). Run in C(C)O (ethanol), C(C)O (ethanol). Conditions: time 10 minute. The product is CC=1C=C(C#N)C=CC1CC=O (3-methyl-4-(2-oxoethyl)benzonitrile). The yield is 20.4%. Reaction SMILES: [C:1]([C:3]1[CH:8]=[CH:7][C:6]([CH:9]2[O:11][CH:10]2C(OCC)=O)=[C:5]([CH3:17])[CH:4]=1)#[N:2].CC[O-].[Na+].O>C(O)C>[CH3:17][C:5]1[CH:4]=[C:3]([CH:8]=[CH:7][C:6]=1[CH2:9][CH:10]=[O:11])[C:1]#[N:2] |f:1.2|. Procedure: A solution of ethyl 3-(4-cyano-2-methylphenyl)oxirane-2-carboxylate (927 mg, 4.0 mmol) in 10 mL of dry ethanol was cooled to 0° C. Freshly prepared EtONa (12.4 mmol) in 8 mL of ethanol was added and stirred at 0 for 10 min. Then dropwise addition of 0.1 g of water, stirred at 0° C. for 2 hours, and the sodium salt of the epoxy compound was filtered. The sodium salt of the epoxy compound was then dissolved in 5 mL of water and added 5 mL of 1 N of HCl and 20 mL of toluene. The mixture was heated ... The reactants are C1(=CC=CC=C1)C=1C(=COC1)C=O (4-phenyl-3-furaldehyde), C(CCC)[Li] (n-butyllithium), solution, C(CCC)[Li] (n-Butyllithium), CNCCN(C)C (trimethylethylenediamine), IC (iodomethane). The solvent is CCCCCC (hexane), CCCCCC (hexane), O1CCCC1 (tetrahydrofuran). Conditions: time 2 hour. Yields the product CC=1OC=C(C1C=O)C1=CC=CC=C1 (2-Methyl-4-phenyl-3-furaldehyde). RXN SMILES: [CH2:1]([Li])CCC.CNCCN(C)C.[C:13]1([C:19]2[C:20]([CH:24]=[O:25])=[CH:21][O:22][CH:23]=2)[CH:18]=[CH:17][CH:16]=[CH:15][CH:14]=1.IC>CCCCCC.O1CCCC1>[CH3:1][C:21]1[O:22][CH:23]=[C:19]([C:13]2[CH:14]=[CH:15][CH:16]=[CH:17][CH:18]=2)[C:20]=1[CH:24]=[O:25]. Reported procedure: n-Butyllithium (a 1.6 m solution in hexane, 2.43 ml, 3.89 mmol) was added to a solution of trimethylethylenediamine (397 mg, 3.89 mmol) in tetrahydrofuran (25 ml) at 0 degrees under argon. After 20 minutes the solution was cooled to -78 degrees and 4-phenyl-3-furaldehyde (608 mg, 3.35 mmol) was added. This mixture was allowed to gradually warm to -20 degrees and stirred for 11/2 hours, then recooled to -78 degrees before n-butyllithium (a 1.6M solution in hexane, 2.43 ml, 3.89 mmol) was added dr... The reactants are CI, CCOC(C)=O, COC(=O)c1ccc2c(-c3ccc(F)cc3)c[nH]c2c1, [H-], [Na+], CN(C)C=O, O. RXN SMILES: [CH3:23][I:24].[CH3:30][CH2:31][O:32][C:33]([CH3:34])=[O:35].[F:1][c:2]1[cH:3][cH:4][c:5](-[c:8]2[cH:9][nH:10][c:11]3[cH:12][c:13]([C:17](=[O:18])[O:19][CH3:20])[cH:14][cH:15][c:16]23)[cH:6][cH:7]1.[H-:22].[Na+:21].[O:25]=[CH:26][N:27]([CH3:28])[CH3:29].[OH2:36]>>[F:1][c:2]1[cH:3][cH:4][c:5](-[c:8]2[cH:9][n:10]([CH3:23])[c:11]3[cH:12][c:13]([C:17](=[O:18])[O:19][CH3:20])[cH:14][cH:15][c:16]23)[cH:6][cH:7]1. The product is COC(=O)c1ccc2c(-c3ccc(F)cc3)cn(C)c2c1. Reactants: N, [B-](C(CC)C)(C(CC)C)C(CC)C.[Na+], C1CN(C[C@@H](C1=O)O)S(=O)(=O)C. Reagents/catalysts: c1ccc(cc1)-c2c3ccccc3cc4ccccc24 (9-Phenylanthracene). Reaction conditions: temperature 25 celsius, time 18 hour. Yields the product CS(=O)(=O)N1CC[C@@H](N)[C@H](O)C1. As a reaction SMILES: [Na+].CCC([BH-](C(CC)C)C(CC)C)C.[NH3:1].[CH3:2][S:3]([N:6]1[CH2:12][C@H:10]([OH:11])[C:9](=O)[CH2:8][CH2:7]1)(=[O:5])=[O:4]>>[CH3:2][S:3]([N:6]1[CH2:12][C@@H:10]([OH:11])[C@H:9]([NH2:1])[CH2:8][CH2:7]1)(=[O:5])=[O:4]. Starting materials: CCCCCC (hexane), C(CC)=O (propionaldehyde), BrC1=CC=C(C=C1)\C=C\[N+](=O)[O-] ((E)-1-bromo-4-(2-nitrovinyl)benzene), CC(C)O (2-propanol). Run in C(Cl)(Cl)Cl (CHCl3). Product: BrC1=CC=C(C=C1)[C@@H]([C@@H](C=O)C)C[N+](=O)[O-] ((2S,3R)-3-(4-Bromophenyl)-2-methyl-4-nitrobutanal). As a reaction SMILES: [CH:1](=[O:4])[CH2:2][CH3:3].[Br:5][C:6]1[CH:11]=[CH:10][C:9](/[CH:12]=[CH:13]/[N+:14]([O-:16])=[O:15])=[CH:8][CH:7]=1.CC(O)C.CCCCCC>C(Cl)(Cl)Cl>[Br:5][C:6]1[CH:7]=[CH:8][C:9]([C@H:12]([CH2:13][N+:14]([O-:16])=[O:15])[C@H:2]([CH3:3])[CH:1]=[O:4])=[CH:10][CH:11]=1. Procedure details: The title compound was prepared from propionaldehyde and (E)-1-bromo-4-(2-nitrovinyl)benzene according to the general procedure. Both enantiomeric excess and diastereomeric ratio were determined by HPLC with an AD-H column at 230 nm (2-propanol:hexane=5:95), 1.0 mL/min; major enantiomer tmajor=18.59 min, tminor=13.77 min. [α]D20=−24.6 (c=2.1, CHCl3). RXN SMILES: [C:1](=[O:2])([CH3:3])[S:4][CH2:5][C:6](=[O:7])[O:8][C:9]([CH3:10])([CH3:11])[CH3:12].[CH3:16][OH:17].[ClH:15].[Na+:14].[OH-:13]>>[SH:4][CH2:5][C:6](=[O:7])[O:8][C:9]([CH3:10])([CH3:11])[CH3:12]. Starting materials: CC(=O)SCC(=O)OC(C)(C)C, CO, Cl, [Na+], [OH-]. The product is CC(C)(C)OC(=O)CS.